Dataset: the Open Reaction Database (ORD), a public repository of structured organic reaction records. Task: describe an organic reaction: reactants, conditions, products, and yield The reactants are BrC=1C=C2C=CC(=NC2=CC1C(F)(F)P(OCC)(OCC)=O)C=O (diethyl [(6-bromo-2-formylquinolin-7-yl)(difluoro)methyl]phosphonate), Cl.NO (hydroxylamine hydrochloride), C(C)(=O)[O-].[Na+] (sodium acetate), C(O)([O-])=O.[Na+] (sodium hydrogen carbonate). Solvent: C(C)O (ethanol). Reaction conditions: temperature 70 celsius, time 1 hour. The product is BrC=1C=C2C=CC(=NC2=CC1C(F)(F)P(OCC)(OCC)=O)/C=N/O (diethyl [(6-bromo-2-[(E)-(hydroxyimino)methyl]quinolin-7-yl)(difluoro)methyl]phosphonate). Reaction SMILES: [Br:1][C:2]1[CH:3]=[C:4]2[C:9](=[CH:10][C:11]=1[C:12]([P:15](=[O:22])([O:19][CH2:20][CH3:21])[O:16][CH2:17][CH3:18])([F:14])[F:13])[N:8]=[C:7]([CH:23]=O)[CH:6]=[CH:5]2.Cl.[NH2:26][OH:27].C([O-])(=O)C.[Na+].C(=O)([O-])O.[Na+]>C(O)C>[Br:1][C:2]1[CH:3]=[C:4]2[C:9](=[CH:10][C:11]=1[C:12]([P:15](=[O:22])([O:16][CH2:17][CH3:18])[O:19][CH2:20][CH3:21])([F:13])[F:14])[N:8]=[C:7](/[CH:23]=[N:26]/[OH:27])[CH:6]=[CH:5]2 |f:1.2,3.4,5.6|. Procedure details: To a stirred solution of diethyl [(6-bromo-2-formylquinolin-7-yl)(difluoro)methyl]phosphonate (525 mg, 1.244 mmol) [Example 8, Step 4] in ethanol (12 mL) at room temperature were added hydroxylamine hydrochloride (130 mg, 1.865 mmol) and sodium acetate (508 mg. 3.73 mmol). The reaction mixture was stirred at 70° C. for 1 hour. It was then poured into aqueous sodium hydrogen carbonate and extracted with ethyl acetate (100 mL), washed with aqueous sodium hydrogen carbonate (2×), brine, dried with ... Starting materials: product, CC(C1=CC=CC=C1)N1CC(C1)OC1=CC=C(C#N)C=C1 (4-[1-(α-methylbenzyl)-3-azetidinyloxy]benzonitrile), O (water), [OH-].[K+] (potassium hydroxide). The solvent is C(C)(C)(C)O (t-butyl alcohol). Product: CC(C1=CC=CC=C1)N1CC(C1)OC1=CC=C(C(=O)N)C=C1 (4-[1-(α-Methylbenzyl)-3-azetidinyloxy]benzamide). As a reaction SMILES: [CH3:1][CH:2]([N:9]1[CH2:12][CH:11]([O:13][C:14]2[CH:21]=[CH:20][C:17]([C:18]#[N:19])=[CH:16][CH:15]=2)[CH2:10]1)[C:3]1[CH:8]=[CH:7][CH:6]=[CH:5][CH:4]=1.[OH-:22].[K+].O>C(O)(C)(C)C>[CH3:1][CH:2]([N:9]1[CH2:10][CH:11]([O:13][C:14]2[CH:15]=[CH:16][C:17]([C:18]([NH2:19])=[O:22])=[CH:20][CH:21]=2)[CH2:12]1)[C:3]1[CH:4]=[CH:5][CH:6]=[CH:7][CH:8]=1 |f:1.2|. Procedure: To 45.0 g. (0.16 mole) of 4-[1-(α-methylbenzyl)-3-azetidinyloxy]benzonitrile in 500 ml of t-butyl alcohol was added 45.0 g. of finely ground potassium hydroxide. The mixture was stirred and refluxed for 30 minutes. Ice and water were added and a thick white solid separated. The solid was recrystallized from toluene to give 30.0 g. (63%) of product melting at 174°-178° C. Reactants: O=S(=O)([O-])C(F)(F)F, N#Cc1cc2c(O)cccc2[nH]1. The product is N#Cc1cc2c(OS(=O)(=O)C(F)(F)F)cccc2[nH]1. As a reaction SMILES: [O-:13][S:14](=[O:15])(=[O:16])[C:17]([F:18])([F:19])[F:20].[OH:1][c:2]1[c:3]2[cH:4][c:5]([C:11]#[N:12])[nH:6][c:7]2[cH:8][cH:9][cH:10]1>>[O:1]([c:2]1[c:3]2[cH:4][c:5]([C:11]#[N:12])[nH:6][c:7]2[cH:8][cH:9][cH:10]1)[S:14](=[O:13])(=[O:15])[C:17]([F:18])([F:19])[F:20]. Reactants: C1(=CC=CC=C1O)C (cresol), C=O (formaldehyde). Product: C1(=CC=CC=C1)O.C1(=CC=CC=C1O)C (phenol cresol). Reaction SMILES: [C:1]1([CH3:8])[C:6]([OH:7])=[CH:5][CH:4]=[CH:3][CH:2]=1.C=O>>[C:6]1([OH:7])[CH:1]=[CH:2][CH:3]=[CH:4][CH:5]=1.[C:1]1([CH3:8])[C:6]([OH:7])=[CH:5][CH:4]=[CH:3][CH:2]=1 |f:2.3|. Procedure: The preferable novolak resin may be a novolak resin obtained from phenol and formaldehyde, a novolak resin obtained from m-cresol and formaldehyde; a novolak resin obtained from p-cresol and formaldehyde, a novolak resin obtained from o-cresol and formaldehyde, a novolak resin obtained from octylphenol and formaldehyde, a novolak resin obtained from m-/p- mixed cresol and formaldehyde, a novolak resin obtained from a mixture of phenol/cresol (any of m-, p-, o- or m-/p-, m-/o-, o-/p-) and formald... Reactants: [H][H] (hydrogen), C(N)(=O)CSC[C@H]1N(C[C@H](C1)SC1=C(N2C([C@@H]([C@H]2[C@H]1C)[C@@H](C)O)=O)C(=O)OCC1=CC=C(C=C1)[N+](=O)[O-])C(=O)OCC1=CC=C(C=C1)[N+](=O)[O-] (4-nitrobenzyl (4R,5S,6S)-3-[(2S,4S)-2-(carbamoylmethyl)thiomethyl-1-(4-nitrobenzyloxycarbonyl)pyrrolidin -4-ylthio]-6-[(1R)-1-hydroxyethyl]-4-methyl-7-oxo-1-azabicyclo[3.2.0]hept-2-ene-2-carboxylate), P(=O)([O-])([O-])[O-] (phosphate). Reagents/catalysts: [OH-].[OH-].[Pd+2] (palladium hydroxide on carbon). The solvent is O1CCCC1 (tetrahydrofuran). Yields the product C(N)(=O)CSC[C@H]1NC[C@H](C1)SC1=C(N2C([C@@H]([C@H]2[C@H]1C)[C@@H](C)O)=O)C(=O)O ((4R,5S,6S)-3-[(2S,4S)-2-(carbamoylmethyl)thiomethylpyrrolidin-4-ylthio]-6-[(1R)-1-hydroxyethyl]-4-methyl-7-oxo-1-azabicyclo[3.2.0]hept-2-ene-2-carboxylic acid). Isolated yield 66.9%. As a reaction SMILES: [C:1]([CH2:4][S:5][CH2:6][C@@H:7]1[CH2:11][C@H:10]([S:12][C:13]2[C@H:19]([CH3:20])[C@H:18]3[N:15]([C:16](=[O:24])[C@@H:17]3[C@H:21]([OH:23])[CH3:22])[C:14]=2[C:25]([O:27]CC2C=CC([N+]([O-])=O)=CC=2)=[O:26])[CH2:9][N:8]1C(OCC1C=CC([N+]([O-])=O)=CC=1)=O)(=[O:3])[NH2:2].P([O-])([O-])([O-])=O.[H][H]>[OH-].[OH-].[Pd+2].O1CCCC1>[C:1]([CH2:4][S:5][CH2:6][C@@H:7]1[CH2:11][C@H:10]([S:12][C:13]2[C@H:19]([CH3:20])[C@H:18]3[N:15]([C:16](=[O:24])[C@@H:17]3[C@H:21]([OH:23])[CH3:22])[C:14]=2[C:25]([OH:27])=[O:26])[CH2:9][NH:8]1)(=[O:3])[NH2:2] |f:3.4.5|. Procedure: A mixture of 4-nitrobenzyl (4R,5S,6S)-3-[(2S,4S)-2-(carbamoylmethyl)thiomethyl-1-(4-nitrobenzyloxycarbonyl)pyrrolidin -4-ylthio]-6-[(1R)-1-hydroxyethyl]-4-methyl-7-oxo-1-azabicyclo[3.2.0]hept-2-ene-2-carboxylate (0.42 g), 20% palladium hydroxide on carbon (0.4 g), 0.05M phosphate buffer (pH 6.3, 20 ml), and tetrahydrofuran (20 ml) was stirred at ambient temperature for 4 hours under atmospheric pressure of hydrogen. After the catalyst was filtered off, the filtrate was concentrated under reduced... As a reaction SMILES: [C:16]([CH2:17][CH2:18][CH2:19][CH2:20][CH2:21][CH2:22][CH2:23][CH3:24])(=[O:25])[OH:26].[CH2:27]1[CH2:28][CH2:29][CH2:30][CH2:31]1.[CH2:32]([CH2:33][CH2:34][CH2:35][CH2:36][CH2:37][CH2:38][CH3:39])[c:40]1[cH:41][n:42][c:43](-[c:46]2[cH:47][cH:48][c:49]([OH:52])[cH:50][cH:51]2)[n:44][cH:45]1.[CH3:56][N:57]([CH3:58])[c:59]1[cH:60][cH:61][n:62][cH:63][cH:64]1.[CH:1]1([N:2]=[C:3]=[N:4][CH:5]2[CH2:6][CH2:7][CH2:8][CH2:9][CH2:10]2)[CH2:11][CH2:12][CH2:13][CH2:14][CH2:15]1.[Cl:53][CH2:54][Cl:55]>>[C:16]([CH2:17][CH2:18][CH2:19][CH2:20][CH2:21][CH2:22][CH2:23][CH3:24])(=[O:25])[OH:26].[CH:27]1([c:49]2[cH:48][cH:47][c:46](-[c:43]3[n:42][cH:41][c:40]([CH2:32][CH2:33][CH2:34][CH2:35][CH2:36][CH2:37][CH2:38][CH3:39])[cH:45][n:44]3)[cH:51][cH:50]2)[CH2:28][CH2:29][CH2:30][CH2:31]1. The reactants are CCCCCCCCC(=O)O, C1CCCC1, CCCCCCCCc1cnc(-c2ccc(O)cc2)nc1, CN(C)c1ccncc1, C(=NC1CCCCC1)=NC1CCCCC1, ClCCl. The product is CCCCCCCCC(=O)O, CCCCCCCCc1cnc(-c2ccc(C3CCCC3)cc2)nc1. The reactants are CC(=O)N[Si](C)(C)C, CS(C)=O, Cl, COc1ccc(CC(C)N)cc1OC, [Na+], [OH-], c1ccc2c(OCC3CO3)cccc2c1. The product is COc1ccc(CC(C)NCC(O)COc2cccc3ccccc23)cc1OC. Reaction SMILES: [CH3:15][Si:16]([CH3:17])([CH3:18])[NH:19][C:20](=[O:21])[CH3:22].[CH3:41][S:42]([CH3:43])=[O:44].[ClH:38].[NH2:1][CH:2]([CH2:3][c:4]1[cH:5][c:6]([O:12][CH3:13])[c:7]([O:10][CH3:11])[cH:8][cH:9]1)[CH3:14].[Na+:40].[OH-:39].[c:23]1([O:33][CH2:34][CH:35]2[CH2:36][O:37]2)[cH:24][cH:25][cH:26][c:27]2[cH:28][cH:29][cH:30][cH:31][c:32]12>>[NH:1]([CH:2]([CH2:3][c:4]1[cH:5][c:6]([O:12][CH3:13])[c:7]([O:10][CH3:11])[cH:8][cH:9]1)[CH3:14])[CH2:36][CH:35]([CH2:34][O:33][c:23]1[cH:24][cH:25][cH:26][c:27]2[cH:28][cH:29][cH:30][cH:31][c:32]12)[OH:37]. The reactants are C1CCOC1, O=[N+]([O-])c1cc(CI)cc2cc(-c3ccccc3)[nH]c12, O=S1(=O)CCNCC1, O. Yields the product O=[N+]([O-])c1cc(CN2CCS(=O)(=O)CC2)cc2cc(-c3ccccc3)[nH]c12. RXN SMILES: [CH2:29]1[O:30][CH2:31][CH2:32][CH2:33]1.[I:1][CH2:2][c:3]1[cH:4][c:5]2[cH:6][c:7](-[c:15]3[cH:16][cH:17][cH:18][cH:19][cH:20]3)[nH:8][c:9]2[c:10]([N+:12](=[O:13])[O-:14])[cH:11]1.[O:21]=[S:22]1(=[O:28])[CH2:23][CH2:24][NH:25][CH2:26][CH2:27]1.[OH2:34]>>[CH2:2]([c:3]1[cH:4][c:5]2[cH:6][c:7](-[c:15]3[cH:16][cH:17][cH:18][cH:19][cH:20]3)[nH:8][c:9]2[c:10]([N+:12](=[O:13])[O-:14])[cH:11]1)[N:25]1[CH2:24][CH2:23][S:22](=[O:21])(=[O:28])[CH2:27][CH2:26]1.